Dataset: the Open Reaction Database (ORD), a public repository of structured organic reaction records. Task: describe an organic reaction: reactants, conditions, products, and yield RXN SMILES: [C:14](=[O:15])([OH:16])[O-:17].[C:1](=[O:2])([OH:3])[c:4]1[s:5][cH:6][cH:7][c:8]1[CH3:9].[Na+:18].[OH:10][N+:11]([O-:12])=[O:13].[OH:19][C:20]([C:21]([F:22])([F:23])[F:24])=[O:25]>>[C:1](=[O:2])([OH:3])[c:4]1[s:5][c:6]([N+:11](=[O:10])[O-:12])[cH:7][c:8]1[CH3:9]. Starting materials: O=C([O-])O, Cc1ccsc1C(=O)O, [Na+], O=[N+]([O-])O, O=C(O)C(F)(F)F. Yields the product Cc1cc([N+](=O)[O-])sc1C(=O)O. Reactants: COCOC1=CC=C2C(C(COC2=C1)(C1=CC=C(C=C1)OCOC)C)C1=CC=C(C=C1)O ((3RS,4RS)-7-methoxymethoxy-3-methyl-3-(4-methoxymethoxyphenyl)-4-(4-hydroxyphenyl)chroman), O1C(C1)COCCSCCCC(C(F)(F)F)(F)F (1-((2-oxiranyl)methoxy)-2-(4,4,5,5,5-pentafluoropentylthio)ethane), C(C)#N (acetonitrile). Reagents/catalysts: N1=CC=CC=C1 (pyridine). Solvent: O (water), O (water). Product: COCOC1=CC=C2C(C(COC2=C1)(C)C1=CC=C(C=C1)OCOC)C1=CC=C(C=C1)OC[C@@H](COCCSCCCC(C(F)(F)F)(F)F)O ((3RS,4RS)-7-methoxymethoxy-3-(4-methoxymethoxyphenyl)-3-methyl-4-(4-(3-(2-(4,4,5,5,5-pentafluoropentylthio)ethoxy)-(R)-2-hydroxypropyloxy)phenyl)chroman). The yield is 86.3%. As a reaction SMILES: [CH3:1][O:2][CH2:3][O:4][C:5]1[CH:14]=[C:13]2[C:8]([CH:9]([C:26]3[CH:31]=[CH:30][C:29]([OH:32])=[CH:28][CH:27]=3)[C:10]([CH3:25])([C:15]3[CH:20]=[CH:19][C:18]([O:21][CH2:22][O:23][CH3:24])=[CH:17][CH:16]=3)[CH2:11][O:12]2)=[CH:7][CH:6]=1.[O:33]1[CH2:35][CH:34]1[CH2:36][O:37][CH2:38][CH2:39][S:40][CH2:41][CH2:42][CH2:43][C:44]([F:50])([F:49])[C:45]([F:48])([F:47])[F:46].C(#N)C>N1C=CC=CC=1.O>[CH3:1][O:2][CH2:3][O:4][C:5]1[CH:14]=[C:13]2[C:8]([CH:9]([C:26]3[CH:27]=[CH:28][C:29]([O:32][CH2:35][C@H:34]([OH:33])[CH2:36][O:37][CH2:38][CH2:39][S:40][CH2:41][CH2:42][CH2:43][C:44]([F:50])([F:49])[C:45]([F:46])([F:47])[F:48])=[CH:30][CH:31]=3)[C:10]([C:15]3[CH:16]=[CH:17][C:18]([O:21][CH2:22][O:23][CH3:24])=[CH:19][CH:20]=3)([CH3:25])[CH2:11][O:12]2)=[CH:7][CH:6]=1. Procedure details: A mixture of (3RS,4RS)-7-methoxymethoxy-3-methyl-3-(4-methoxymethoxyphenyl)-4-(4-hydroxyphenyl)chroman (31 1 mg, 0.71 mmole), 1-((2-oxiranyl)methoxy)-2-(4,4,5,5,5-pentafluoropentylthio)ethane (568 mg, 1.93 mmole), acetonitrile (9 ml), water (3 ml) and pyridine (5 drops) was refluxed for 10 hours. After cooling, the reaction mixture was diluted with water and the aqueous phase was extracted with ethyl acetate. Then, the organic layer was washed with water and saturated sodium chloride solution, d... Reactants: CI, CC(C)=O, [K+], [K+], Nc1c(O)cccc1[N+](=O)[O-], O=C([O-])[O-]. Yields the product COc1cccc([N+](=O)[O-])c1N. RXN SMILES: [CH3:18][I:19].[CH3:20][C:21](=[O:22])[CH3:23].[K+:12].[K+:13].[NH2:1][c:2]1[c:3]([OH:11])[cH:4][cH:5][cH:6][c:7]1[N+:8](=[O:9])[O-:10].[O-:14][C:15]([O-:16])=[O:17]>>[NH2:1][c:2]1[c:3]([O:11][CH3:15])[cH:4][cH:5][cH:6][c:7]1[N+:8](=[O:9])[O-:10]. Starting materials: N1(CCOCC1)C1CCC(CC1)O (4-(morpholin-4-yl)cyclohexan-1-ol), [H-].[Na+] (sodium hydride), ClC1=C2C(=NC=C1)SC=C2 (4-chlorothieno[2,3-b]pyridine). The solvent is CN(C=O)C (N,N-dimethylformamide). Reaction conditions: temperature 80 celsius, time 30 minute. The product is S1C=CC=2C1=NC=CC2OC2CCC(CC2)N2CCOCC2 (4-(4-[thieno[2,3-b]pyridin-4-yloxy]cyclohexyl)morpholine). Reaction SMILES: [N:1]1([CH:7]2[CH2:12][CH2:11][CH:10]([OH:13])[CH2:9][CH2:8]2)[CH2:6][CH2:5][O:4][CH2:3][CH2:2]1.[H-].[Na+].Cl[C:17]1[CH:22]=[CH:21][N:20]=[C:19]2[S:23][CH:24]=[CH:25][C:18]=12>CN(C)C=O>[S:23]1[C:19]2=[N:20][CH:21]=[CH:22][C:17]([O:13][CH:10]3[CH2:9][CH2:8][CH:7]([N:1]4[CH2:2][CH2:3][O:4][CH2:5][CH2:6]4)[CH2:12][CH2:11]3)=[C:18]2[CH:25]=[CH:24]1 |f:1.2|. Procedure: Into a 50-mL round-bottom flask, was placed a solution of 4-(morpholin-4-yl)cyclohexan-1-ol (164 mg, 0.89 mmol, 1.50 equiv) in N,N-dimethylformamide (15 mL), sodium hydride (47 mg, 1.96 mmol, 2.00 equiv). The resulting mixture was stirred at 80° C. for 30 minutes. Then 4-chlorothieno[2,3-b]pyridine (100 mg, 0.59 mmol, 1.00 equiv) was added to the mixture. The resulting solution was stirred for 4 h at 120° C. in an oil bath. The reaction was then quenched by the addition of 5 mL of water. The res... The reactants are [BH3-]C#N, COC(=O)c1cnn(-c2ccc(C=O)cc2)c1, CO, CC(=O)O, ClCCl, [Na+], [Na+], O=C([O-])O, C1CCOC1, c1ccc(N2CCNCC2)cc1. Yields the product COC(=O)c1cnn(-c2ccc(CN3CCN(c4ccccc4)CC3)cc2)c1. As a reaction SMILES: [C:30]([BH3-:31])#[N:32].[CH3:1][O:2][C:3](=[O:4])[c:5]1[cH:6][n:7][n:8](-[c:10]2[cH:11][cH:12][c:13]([CH:16]=[O:17])[cH:14][cH:15]2)[cH:9]1.[CH3:47][OH:48].[CH3:49][C:50](=[O:51])[OH:52].[Cl:39][CH2:40][Cl:41].[Na+:33].[Na+:38].[O-:34][C:35]([OH:36])=[O:37].[O:42]1[CH2:43][CH2:44][CH2:45][CH2:46]1.[c:18]1([N:24]2[CH2:25][CH2:26][NH:27][CH2:28][CH2:29]2)[cH:19][cH:20][cH:21][cH:22][cH:23]1>>[CH3:1][O:2][C:3](=[O:4])[c:5]1[cH:6][n:7][n:8](-[c:10]2[cH:11][cH:12][c:13]([CH2:16][N:27]3[CH2:26][CH2:25][N:24]([c:18]4[cH:19][cH:20][cH:21][cH:22][cH:23]4)[CH2:29][CH2:28]3)[cH:14][cH:15]2)[cH:9]1. Reactants: NC1=C(C2=CC=CC=C2C=C1)C(=O)OC (methyl 2-amino-1-naphthoate), ClN1C(CCC1=O)=O (N-chlorosuccinimide). The solvent is C(C)#N (acetonitrile). Reaction conditions: temperature 60 celsius, time 7 hour. The product is NC1=C(C2=CC=CC=C2C=C1Cl)C(=O)OC (methyl 2-amino-3-chloro-1-naphthoate). The yield is 32.9%. As a reaction SMILES: [NH2:1][C:2]1[CH:11]=[CH:10][C:9]2[C:4](=[CH:5][CH:6]=[CH:7][CH:8]=2)[C:3]=1[C:12]([O:14][CH3:15])=[O:13].[Cl:16]N1C(=O)CCC1=O>C(#N)C>[NH2:1][C:2]1[C:11]([Cl:16])=[CH:10][C:9]2[C:4](=[CH:5][CH:6]=[CH:7][CH:8]=2)[C:3]=1[C:12]([O:14][CH3:15])=[O:13]. Reported procedure: A mixture of methyl 2-amino-1-naphthoate (0.7 g, 3.48 mmol) in acetonitrile (15 mL) was treated with N-chlorosuccinimide (490 mg, 3.65 mmol), stirred at 60° C. for 7 hours, cooled to room temperature, stirred overnight, concentrated, and purified by flash column chromatography on silica gel with 10% ethyl acetate/n-hexane to provide the desired product (270 mg). MS (ESI(−)) m/e 234 (M−H)−; 1H NMR (300 MHz, DMSO-d6) δ 8.13 (s, 1H), 8.10 (d, 1H), 7.75 (d, 1H), 7.46 (dt, 1H), 7.26 (dt, 1H), 6.62 (s... Reactants: ClC1=NC=CC(=N1)C=1SC=CC1 (2-chloro-4-thiophen-2-yl-pyrimidine), C(C)OC=1C=C(CN2CCC(CC2)N)C=CC1OC (1-(3-ethoxy-4-methoxy-benzyl)-piperidin-4-ylamine), C(C)OC=1C=C(CN2CCC(CC2)N)C=CC1OC (1-(3-ethoxy-4-methoxy-benzyl)-piperidin-4-ylamine). Run in CC(=O)N(C)C (DMAc). Product: C(C)OC=1C=C(CN2CCC(CC2)NC2=NC=CC(=N2)C=2SC=CC2)C=CC1OC ([1-(3-Ethoxy-4-methoxy-benzyl)-piperidin-4-yl]-(4-thiophen-2-yl-pyrimidin-2-yl)-amine). Isolated yield 18.1%. As a reaction SMILES: Cl[C:2]1[N:7]=[C:6]([C:8]2[S:9][CH:10]=[CH:11][CH:12]=2)[CH:5]=[CH:4][N:3]=1.[CH2:13]([O:15][C:16]1[CH:17]=[C:18]([CH:27]=[CH:28][C:29]=1[O:30][CH3:31])[CH2:19][N:20]1[CH2:25][CH2:24][CH:23]([NH2:26])[CH2:22][CH2:21]1)[CH3:14]>CC(N(C)C)=O>[CH2:13]([O:15][C:16]1[CH:17]=[C:18]([CH:27]=[CH:28][C:29]=1[O:30][CH3:31])[CH2:19][N:20]1[CH2:21][CH2:22][CH:23]([NH:26][C:2]2[N:7]=[C:6]([C:8]3[S:9][CH:10]=[CH:11][CH:12]=3)[CH:5]=[CH:4][N:3]=2)[CH2:24][CH2:25]1)[CH3:14]. Procedure: A solution of 2-chloro-4-thiophen-2-yl-pyrimidine (29.5 mg, 0.15 mmol, 1.0 equiv) and 1-(3-ethoxy-4-methoxy-benzyl)-piperidin-4-ylamine (47.6 mg, 0.18 mmol, 1.2 equiv; intermediate A1) in DMAc (2 mL) was heated by microwave irradiation to 220° C. for 30 min. Removal of the solvent under reduced pressure and purification by preparative HPLC on reversed phase eluting with a gradient of acetonitrile/water provided 11.5 mg (15%) of the title compound. MS (ISP): 425.3 [M+H]+.